This data is from the Open Reaction Database (ORD), a public repository of structured organic reaction records. The task is: describe an organic reaction: reactants, conditions, products, and yield Starting materials: C(C1=CC=CC=C1)OC(=O)C1(CCCC1)CC=O (1-(2-oxo-ethyl)-cyclopentanecarboxylic acid benzyl ester), [OH-].[Na+] (NaOH), Cl (HCl). The reagents and catalysts are [Ag]=O (silver(II) oxide). Solvent: C1CCOC1 (THF). Run at time 18 hour. The product is C(C1=CC=CC=C1)OC(=O)C1(CCCC1)CC(=O)O (1-carboxymethyl-cyclopentanecarboxylic acid benzyl ester). Reaction SMILES: [CH2:1]([O:8][C:9]([C:11]1([CH2:16][CH:17]=[O:18])[CH2:15][CH2:14][CH2:13][CH2:12]1)=[O:10])[C:2]1[CH:7]=[CH:6][CH:5]=[CH:4][CH:3]=1.[OH-:19].[Na+].Cl>C1COCC1.[Ag]=O>[CH2:1]([O:8][C:9]([C:11]1([CH2:16][C:17]([OH:19])=[O:18])[CH2:12][CH2:13][CH2:14][CH2:15]1)=[O:10])[C:2]1[CH:7]=[CH:6][CH:5]=[CH:4][CH:3]=1 |f:1.2|. Reported procedure: Next, to a solution of 1-(2-oxo-ethyl)-cyclopentanecarboxylic acid benzyl ester (200 mg, 0.81 mmol) in THF (5 mL) is added silver(II) oxide (201 mg, 1.62 mmol) and aqueous 1M NaOH (0.81 mL of 1.0 N, 0.81 mmol) and the suspension is stirred at room temperature for 18 hours. The mixture is acidified to pH 3 with aqueous 1M HCl and is extracted with ethyl acetate. The organic layer is washed with water, brine, dried over MgSO4 and filtered. The solvent is removed under reduced pressure to furnish 1... The reactants are ClCCCl, COc1ccc(C(C)[NH3+])nc1, CCN(C(C)C)C(C)C, [Cl-], ClCCl, CC(C(=O)O)c1ccc(-c2ccccc2)c(F)c1, CN(C)C=O. Product: COc1ccc(C(C)NC(=O)C(C)c2ccc(-c3ccccc3)c(F)c2)nc1. As a reaction SMILES: [CH2:31]([Cl:32])[CH2:33][Cl:34].[CH3:20][O:21][c:22]1[cH:23][cH:24][c:25]([CH:28]([CH3:29])[NH3+:30])[n:26][cH:27]1.[CH:35]([N:36]([CH2:37][CH3:38])[CH:39]([CH3:40])[CH3:41])([CH3:42])[CH3:43].[Cl-:19].[Cl:49][CH2:50][Cl:51].[F:1][c:2]1[c:3](-[c:13]2[cH:14][cH:15][cH:16][cH:17][cH:18]2)[cH:4][cH:5][c:6]([CH:8]([C:9](=[O:10])[OH:11])[CH3:12])[cH:7]1.[O:44]=[CH:45][N:46]([CH3:47])[CH3:48]>>[F:1][c:2]1[c:3](-[c:13]2[cH:14][cH:15][cH:16][cH:17][cH:18]2)[cH:4][cH:5][c:6]([CH:8]([C:9](=[O:11])[NH:30][CH:28]([c:25]2[cH:24][cH:23][c:22]([O:21][CH3:20])[cH:27][n:26]2)[CH3:29])[CH3:12])[cH:7]1.